Dataset: the Open Reaction Database (ORD), a public repository of structured organic reaction records. Task: describe an organic reaction: reactants, conditions, products, and yield The reactants are C1(CC1)C=1N=CC(=NC1OCC1CC1)C(=O)O (5-cyclopropyl-6-cyclopropylmethoxy-pyrazine-2-carboxylic acid), CC(CC(C)C1=CC=NC=C1)(C)N (1,1-dimethyl-3-pyridin-4-yl-butylamine). Yields the product CC(CC(C)C1=CC=NC=C1)(C)NC(=O)C1=NC(=C(N=C1)C1CC1)OCC1CC1 (5-Cyclopropyl-6-cyclopropylmethoxy-pyrazine-2-carboxylic acid (1,1-dimethyl-3-pyridin-4-yl-butyl)-amide). As a reaction SMILES: [CH:1]1([C:4]2[N:5]=[CH:6][C:7]([C:15]([OH:17])=O)=[N:8][C:9]=2[O:10][CH2:11][CH:12]2[CH2:14][CH2:13]2)[CH2:3][CH2:2]1.[CH3:18][C:19]([NH2:30])([CH3:29])[CH2:20][CH:21]([C:23]1[CH:28]=[CH:27][N:26]=[CH:25][CH:24]=1)[CH3:22]>>[CH3:18][C:19]([NH:30][C:15]([C:7]1[CH:6]=[N:5][C:4]([CH:1]2[CH2:2][CH2:3]2)=[C:9]([O:10][CH2:11][CH:12]2[CH2:13][CH2:14]2)[N:8]=1)=[O:17])([CH3:29])[CH2:20][CH:21]([C:23]1[CH:24]=[CH:25][N:26]=[CH:27][CH:28]=1)[CH3:22]. Procedure: The title compound was synthesized in analogy to Example 69, using 5-cyclopropyl-6-cyclopropylmethoxy-pyrazine-2-carboxylic acid (Example 10 g 10 mg, 0.043 mmol) and 1,1-dimethyl-3-pyridin-4-yl-butylamine (12 mg, 0.064 mmol) as starting materials and isolated (10 mg, 59.38%) as white solid; LC-MS (UV peak area, ESI) 99.2%, 395.2 (M+H)+. Reactants: C(#N)C1=CC=C(C=C1)C=1SC(=C(N1)C)S(=O)(=O)NC1=CC(=CC(=N1)NC(OC(C)(C)C)=O)C (tert-butyl [6-({[2-(4-cyanophenyl)4-methyl-1,3-thiazol-5-yl]sulfonyl}amino)-4-methylpyridin-2-yl]carbamate), FC(C(=O)O)(F)F (trifluoroacetic acid), C([O-])(O)=O.[Na+] (sodium bicarbonate). Solvent: ClCCl (dichloromethane). Conditions: temperature 24 celsius, time 48 hour. Yields the product NC1=CC(=CC(=N1)NS(=O)(=O)C1=C(N=C(S1)C1=CC=C(C=C1)C#N)C)C (N-(6-Amino-4-methylpyridin-2-yl)-2-(4-cyanophenyl)-4-methyl-1,3-thiazole-5-sulfonamide). Isolated yield 83.9%. Reaction SMILES: [C:1]([C:3]1[CH:8]=[CH:7][C:6]([C:9]2[S:10][C:11]([S:15]([NH:18][C:19]3[N:24]=[C:23]([NH:25]C(=O)OC(C)(C)C)[CH:22]=[C:21]([CH3:33])[CH:20]=3)(=[O:17])=[O:16])=[C:12]([CH3:14])[N:13]=2)=[CH:5][CH:4]=1)#[N:2].FC(F)(F)C(O)=O.C(=O)(O)[O-].[Na+]>ClCCl>[NH2:25][C:23]1[N:24]=[C:19]([NH:18][S:15]([C:11]2[S:10][C:9]([C:6]3[CH:5]=[CH:4][C:3]([C:1]#[N:2])=[CH:8][CH:7]=3)=[N:13][C:12]=2[CH3:14])(=[O:17])=[O:16])[CH:20]=[C:21]([CH3:33])[CH:22]=1 |f:2.3|. Procedure details: To a solution of tert-butyl [6-({[2-(4-cyanophenyl)4-methyl-1,3-thiazol-5-yl]sulfonyl}amino)-4-methylpyridin-2-yl]carbamate (0.334 g, 0.68 mmol, 1 equiv) in dichloromethane (3 mL) was added trifluoroacetic acid (0.21 mL, 4 equiv). The reaction mixture was stirred at 24° C. for 48 h. The solution was neutralized with saturated aqueous sodium bicarbonate, and the resulting solution was extracted with dichloromethane (3×20 mL). The collected organic was dried over anhydrous sodium sulfate, filtered... The reactants are NC=1SC=CN1 (2-aminothiazole), N1=CC=CC=C1 (pyridine), FC=1C=C(C=CC1F)S(=O)(=O)Cl (3,4-difluorobenzenesulphonyl chloride). The solvent is C(Cl)Cl (methylene chloride), C(Cl)Cl (methylene chloride), ClCCl (dichloromethane). Conditions: time 48 hour. Product: FC=1C=C(C=CC1F)S(=O)(=O)NC=1SC=CN1 (3,4-difluoro-N-(thiazol-2-yl)benzenesulfonamide). As a reaction SMILES: [NH2:1][C:2]1[S:3][CH:4]=[CH:5][N:6]=1.N1C=CC=CC=1.[F:13][C:14]1[CH:15]=[C:16]([S:21](Cl)(=[O:23])=[O:22])[CH:17]=[CH:18][C:19]=1[F:20]>C(Cl)Cl>[F:13][C:14]1[CH:15]=[C:16]([S:21]([NH:1][C:2]2[S:3][CH:4]=[CH:5][N:6]=2)(=[O:22])=[O:23])[CH:17]=[CH:18][C:19]=1[F:20]. Reported procedure: To a slurry of 2-aminothiazole (23.88 g, 0.2384 mol) in methylene chloride (150 mL) and pyridine (38.0 mL, 0.470 mol) was added dropwise a solution of 3,4-difluorobenzenesulphonyl chloride (25.0 g, 0.118 mol) in 10 mL of methylene chloride. After stirring for 48 hours the reaction was diluted with more dichloromethane and extracted with 1N HCl. The organic layer was dried over sodium sulfate, filtered, and concentrated. The residue was purified by flash column chromatography to give 3,4-difluoro... Starting materials: CC(C)(C)OC(=O)N1CCC(c2ncnc3cc(OCCO)ccc23)CC1, CS(=O)(=O)Cl, CCN(C(C)C)C(C)C, ClCCl. Yields the product CC(C)(C)OC(=O)N1CCC(c2ncnc3cc(OCCOS(C)(=O)=O)ccc23)CC1. As a reaction SMILES: [C:1]([CH3:2])([CH3:3])([CH3:4])[O:5][C:6](=[O:7])[N:8]1[CH2:9][CH2:10][CH:11]([c:14]2[n:15][cH:16][n:17][c:18]3[cH:19][c:20]([O:24][CH2:25][CH2:26][OH:27])[cH:21][cH:22][c:23]23)[CH2:12][CH2:13]1.[CH3:37][S:38]([Cl:39])(=[O:40])=[O:41].[CH:28]([N:29]([CH2:30][CH3:31])[CH:32]([CH3:33])[CH3:34])([CH3:35])[CH3:36].[Cl:42][CH2:43][Cl:44]>>[C:1]([CH3:2])([CH3:3])([CH3:4])[O:5][C:6](=[O:7])[N:8]1[CH2:9][CH2:10][CH:11]([c:14]2[n:15][cH:16][n:17][c:18]3[cH:19][c:20]([O:24][CH2:25][CH2:26][O:27][S:38]([CH3:37])(=[O:40])=[O:41])[cH:21][cH:22][c:23]23)[CH2:12][CH2:13]1. Reactants: N1=C(C=NC=C1)C1=CC(=NC=N1)N=C(SC)SC (dimethyl 6-(pyrazin-2-yl)pyrimidin-4-ylcarbonimidodithioate), C(=O)([O-])[O-].[Cs+].[Cs+] (Cs2CO3), Cl.Cl.NC[C@@]1(CN2CCC1CC2)O ((S)-3-(aminomethyl)quinuclidin-3-ol dihydrochloride). The solvent is C(C)(=O)OCC (ethyl acetate), CN(C=O)C (N,N-dimethylformamide). Reaction conditions: temperature 80 celsius. Yields the product [OH-].[NH4+] (ammonium hydroxide), N1=C(C=NC=C1)C1=CC(=NC=N1)NC=1O[C@]2(CN3CCC2CC3)CN1 ((R)—N-(6-(pyrazin-2-yl)pyrimidin-4-yl)-4H-1′-azaspiro[oxazole-5,3′-bicyclo[2.2.2]octan]-2-amine). The yield is 77.4%. Reaction SMILES: [N:1]1[CH:6]=[CH:5][N:4]=[CH:3][C:2]=1[C:7]1[N:12]=[CH:11][N:10]=[C:9]([N:13]=[C:14](SC)SC)[CH:8]=1.C([O-])([O-])=[O:20].[Cs+].[Cs+].Cl.Cl.[NH2:27][CH2:28][C@@:29]1([OH:37])[CH:34]2[CH2:35][CH2:36][N:31]([CH2:32][CH2:33]2)[CH2:30]1>CN(C)C=O.C(OCC)(=O)C>[OH-:20].[NH4+:1].[N:1]1[CH:6]=[CH:5][N:4]=[CH:3][C:2]=1[C:7]1[N:12]=[CH:11][N:10]=[C:9]([NH:13][C:14]2[O:37][C@:29]3([CH2:28][N:27]=2)[CH:34]2[CH2:35][CH2:36][N:31]([CH2:32][CH2:33]2)[CH2:30]3)[CH:8]=1 |f:1.2.3,4.5.6,9.10|. Procedure details: A mixture of dimethyl 6-(pyrazin-2-yl)pyrimidin-4-ylcarbonimidodithioate (0.139 g, 0.501 mmol), Cs2CO3 (0.408 g, 1.253 mmol) and (S)-3-(aminomethyl)quinuclidin-3-ol dihydrochloride (0.115 g, 0.501 mmol) in N,N-dimethylformamide (10 ml) was heated at 80° C. for 3 h. The mixture was concentrated and purified on silica gel using 0-10% 9.5:0.5 methanol:ammonium hydroxide in ethyl acetate to give (R)—N-(6-(pyrazin-2-yl)pyrimidin-4-yl)-4H-1′-azaspiro[oxazole-5,3′-bicyclo[2.2.2]octan]-2-amine as an off... Procedure details: Typical Procedure 2 was followed. Reaction of 2,4-dibromo-butyramide with NaH and 4-(4-fluoro-phenoxy)-phenol provided the title compound. MS ESI+: m/z=288 [M+H]+. The reactants are BrC(C(=O)N)CCBr (2,4-dibromo-butyramide), [H-].[Na+] (NaH), FC1=CC=C(OC2=CC=C(C=C2)O)C=C1 (4-(4-fluoro-phenoxy)-phenol). Product: FC1=CC=C(OC2=CC=C(OC3C(NCC3)=O)C=C2)C=C1 (3-[4-(4-Fluoro-phenoxy)-phenoxy]-pyrrolidin-2-one). Reaction SMILES: Br[CH:2]([CH2:6][CH2:7]Br)[C:3]([NH2:5])=[O:4].[H-].[Na+].[F:11][C:12]1[CH:25]=[CH:24][C:15]([O:16][C:17]2[CH:22]=[CH:21][C:20]([OH:23])=[CH:19][CH:18]=2)=[CH:14][CH:13]=1>>[F:11][C:12]1[CH:25]=[CH:24][C:15]([O:16][C:17]2[CH:22]=[CH:21][C:20]([O:23][CH:2]3[CH2:6][CH2:7][NH:5][C:3]3=[O:4])=[CH:19][CH:18]=2)=[CH:14][CH:13]=1 |f:1.2|.